Dataset: the Open Reaction Database (ORD), a public repository of structured organic reaction records. Task: describe an organic reaction: reactants, conditions, products, and yield Reactants: O, OO, CSc1ccc(Cc2cc(C3(O)OC(CO)C(O)C(O)C3O)ccc2C#N)cc1. Product: CS(=O)c1ccc(Cc2cc(C3(O)OC(CO)C(O)C(O)C3O)ccc2C#N)cc1. RXN SMILES: [OH2:32].[OH:1][OH:2].[OH:3][C:4]1([c:15]2[cH:16][c:17]([CH2:23][c:24]3[cH:25][cH:26][c:27]([S:30][CH3:31])[cH:28][cH:29]3)[c:18]([C:19]#[N:20])[cH:21][cH:22]2)[CH:5]([OH:6])[CH:7]([OH:8])[CH:9]([OH:10])[CH:11]([CH2:13][OH:14])[O:12]1>>[O:1]=[S:30]([c:27]1[cH:26][cH:25][c:24]([CH2:23][c:17]2[cH:16][c:15]([C:4]3([OH:3])[CH:5]([OH:6])[CH:7]([OH:8])[CH:9]([OH:10])[CH:11]([CH2:13][OH:14])[O:12]3)[cH:22][cH:21][c:18]2[C:19]#[N:20])[cH:29][cH:28]1)[CH3:31]. Reactants: CCCC[Sn](Cl)(CCCC)CCCC, [Li]CCCC, C1CCOC1, C#CCCOC1CCCCO1. Yields the product CCCC[Sn](C#CCCOC1CCCCO1)(CCCC)CCCC. RXN SMILES: [CH2:17]([CH2:18][CH2:19][CH3:20])[Sn:21]([CH2:22][CH2:23][CH2:24][CH3:25])([CH2:26][CH2:27][CH2:28][CH3:29])[Cl:30].[CH2:1]([Li:2])[CH2:3][CH2:4][CH3:5].[CH2:31]1[O:32][CH2:33][CH2:34][CH2:35]1.[CH2:6]([CH2:7][C:8]#[CH:9])[O:10][CH:11]1[O:12][CH2:13][CH2:14][CH2:15][CH2:16]1>>[CH2:6]([CH2:7][C:8]#[C:9][Sn:21]([CH2:17][CH2:18][CH2:19][CH3:20])([CH2:22][CH2:23][CH2:24][CH3:25])[CH2:26][CH2:27][CH2:28][CH3:29])[O:10][CH:11]1[O:12][CH2:13][CH2:14][CH2:15][CH2:16]1. Reactants: BrCC1=CC=C(C=C1)C1=CC=C(C=C1)COC1=CC=C(C=C1)C1C(C(N1C1=CC=C(C=C1)F)=O)CCC(O)C1=CC=C(C=C1)F (4-[4-(4′-Bromomethylbiphenyl-4-ylmethoxy)phenyl]-1-(4-fluorophenyl)-3-[3-(4-fluorophenyl)-3-hydroxypropyl]azetidin-2-one), C1CN2CCN1CC2 (DABCO). Solvent: C1(=CC=CC=C1)C (toluene). Yields the product [Br-].FC1=CC=C(C=C1)N1C(C(C1=O)CCC(O)C1=CC=C(C=C1)F)C1=CC=C(OCC2=CC=C(C=C2)C2=CC=C(C=C2)C[N+]23CCN(CC2)CC3)C=C1 (1-[4′-(4-{1-(4-Fluorophenyl)-3-[3-(4-fluorophenyl)-3-hydroxypropyl]-4-oxoazetidin-2-yl}phenoxymethyl)biphenyl-4-ylmethyl]-4-aza-1-azoniabicyclo[2.2.2]octane bromide). As a reaction SMILES: [Br:1][CH2:2][C:3]1[CH:8]=[CH:7][C:6]([C:9]2[CH:14]=[CH:13][C:12]([CH2:15][O:16][C:17]3[CH:22]=[CH:21][C:20]([CH:23]4[N:26]([C:27]5[CH:32]=[CH:31][C:30]([F:33])=[CH:29][CH:28]=5)[C:25](=[O:34])[CH:24]4[CH2:35][CH2:36][CH:37]([C:39]4[CH:44]=[CH:43][C:42]([F:45])=[CH:41][CH:40]=4)[OH:38])=[CH:19][CH:18]=3)=[CH:11][CH:10]=2)=[CH:5][CH:4]=1.[CH2:46]1[N:51]2[CH2:52][CH2:53][N:48]([CH2:49][CH2:50]2)[CH2:47]1>C1(C)C=CC=CC=1>[Br-:1].[F:33][C:30]1[CH:31]=[CH:32][C:27]([N:26]2[C:25](=[O:34])[CH:24]([CH2:35][CH2:36][CH:37]([C:39]3[CH:44]=[CH:43][C:42]([F:45])=[CH:41][CH:40]=3)[OH:38])[CH:23]2[C:20]2[CH:21]=[CH:22][C:17]([O:16][CH2:15][C:12]3[CH:13]=[CH:14][C:9]([C:6]4[CH:5]=[CH:4][C:3]([CH2:2][N+:48]56[CH2:53][CH2:52][N:51]([CH2:50][CH2:49]5)[CH2:46][CH2:47]6)=[CH:8][CH:7]=4)=[CH:10][CH:11]=3)=[CH:18][CH:19]=2)=[CH:28][CH:29]=1 |f:3.4|. Reported procedure: Compound (21) and DABCO were dissolved in toluene and reacted analogously to Example IV, giving the product (22) as a colorless solid of molecular weight 780.76 (C44H44BrF2N3O3); MS (ESI): 700.3 (MH+). Run in CN(C=O)C (N,N-dimethylformamide), CN(C=O)C (N,N-dimethylformamide), CN(C=O)C (N,N-dimethylformamide). Reported procedure: A mixture of 1.71 g of 4-benzyloxyphenol and 4.0 ml of N,N-dimethylformamide was added dropwise into a mixture of 0.34 g of sodium hydride and 8.5 ml of N,N-dimethylformamide while cooling with ice, and the mixture was stirred for 20 minutes. A mixture of 3.0 g of 2,5-difluoro-4-[3-methyl-2,6-dioxo-4-(trifluoromethyl)-1,2,3,6-tetrahydropyrimidin-1-yl]nitrobenzene (described later, produced in Intermediate Production Example 4) and 7.0 ml of N,N-dimethylformamide was added dropwise at the same te... Run at time 20 minute. Reaction SMILES: [CH2:1]([O:8][C:9]1[CH:14]=[CH:13][C:12]([OH:15])=[CH:11][CH:10]=1)[C:2]1[CH:7]=[CH:6][CH:5]=[CH:4][CH:3]=1.[H-].[Na+].F[C:19]1[CH:24]=[C:23]([N:25]2[C:30](=[O:31])[CH:29]=[C:28]([C:32]([F:35])([F:34])[F:33])[N:27]([CH3:36])[C:26]2=[O:37])[C:22]([F:38])=[CH:21][C:20]=1[N+:39]([O-:41])=[O:40]>CN(C)C=O>[CH2:1]([O:8][C:9]1[CH:10]=[CH:11][C:12]([O:15][C:19]2[CH:24]=[C:23]([N:25]3[C:30](=[O:31])[CH:29]=[C:28]([C:32]([F:34])([F:35])[F:33])[N:27]([CH3:36])[C:26]3=[O:37])[C:22]([F:38])=[CH:21][C:20]=2[N+:39]([O-:41])=[O:40])=[CH:13][CH:14]=1)[C:2]1[CH:3]=[CH:4][CH:5]=[CH:6][CH:7]=1 |f:1.2|. Starting materials: [H-].[Na+] (sodium hydride), ice water, C(C1=CC=CC=C1)OC1=CC=C(C=C1)O (4-benzyloxyphenol), FC1=C(C=C(C(=C1)N1C(N(C(=CC1=O)C(F)(F)F)C)=O)F)[N+](=O)[O-] (2,5-difluoro-4-[3-methyl-2,6-dioxo-4-(trifluoromethyl)-1,2,3,6-tetrahydropyrimidin-1-yl]nitrobenzene). Yields the product C(C1=CC=CC=C1)OC1=CC=C(OC2=C(C=C(C(=C2)N2C(N(C(=CC2=O)C(F)(F)F)C)=O)F)[N+](=O)[O-])C=C1 (2-(4-benzyloxyphenoxy)-5-fluoro-4-[3-methyl-2,6-dioxo-4-(trifluoromethyl)-1,2,3,6-tetrahydropyrimidin-1-yl]nitrobenzene). Isolated yield 44.1%. The reactants are COC=1C=C(C(=O)Cl)C=C(C1OC)OC (3,4,5-trimethoxybenzoyl chloride), O (H2O), ethyl acetate hexanes, C(C)(C)N1CC2CNCC(C1)C2 (3-Isopropyl-3,7-diazabicyclo[3.3.1]nonane), [OH-].[Na+] (NaOH). Run in C(Cl)Cl (CH2Cl2), C(Cl)Cl (CH2Cl2). Run at time 3 hour. Yields the product C(C)(C)N1CC2CN(CC(C1)C2)C(C2=CC(=C(C(=C2)OC)OC)OC)=O (7-Isopropyl-3-(3',4',5'-trimethoxybenzoyl)-3,7-diazabicyclo[3.3.1]nonane). Yield: 78.8%. RXN SMILES: [CH:1]([N:4]1[CH2:11][CH:10]2[CH2:12][CH:6]([CH2:7][NH:8][CH2:9]2)[CH2:5]1)([CH3:3])[CH3:2].[OH-].[Na+].[CH3:15][O:16][C:17]1[CH:18]=[C:19]([CH:23]=[C:24]([O:28][CH3:29])[C:25]=1[O:26][CH3:27])[C:20](Cl)=[O:21].O>C(Cl)Cl>[CH:1]([N:4]1[CH2:11][CH:10]2[CH2:12][CH:6]([CH2:7][N:8]([C:20](=[O:21])[C:19]3[CH:18]=[C:17]([O:16][CH3:15])[C:25]([O:26][CH3:27])=[C:24]([O:28][CH3:29])[CH:23]=3)[CH2:9]2)[CH2:5]1)([CH3:3])[CH3:2] |f:1.2|. Procedure details: A 25-mL, three-necked, round-bottomed flask was equipped with a magnetic stirrer, a standard condenser with N2 inlet, a 10-mL addition funnel and two glass stoppers. To a mixture of the amine (31, 0.60 g, 3.57 mmol) in CH2Cl2 (5 mL) and 10% NaOH (3.58 g, 8.93 mmol) was added dropwise a solution of 3,4,5-trimethoxybenzoyl chloride (0.92 g, 3.92 mmol) in CH2Cl2 (5 mL) over 15 min. Stirring of the mixture was continued for an additional 3 h under N2. An aqueous mixture, upon addition of H2O (30 mL)... Reactants: S1C(=CC=C1)C=O (2-thiophenecarboxaldehyde), C(C(=O)C)(=O)O (pyruvic acid), COC=1C=C(N)C=CC1OC (3,4-dimethoxyaniline). Solvent: CCO (EtOH), CCO (EtOH). Run at time 8 hour. Yields the product S1C(=CC=C1)C1=NC2=CC(=C(C=C2C(=C1)C(=O)O)OC)OC (2-(thien-2-yl)-4-carboxy-6,7-dimethoxyquinoline). As a reaction SMILES: [S:1]1[CH:5]=[CH:4][CH:3]=[C:2]1[CH:6]=O.[C:8]([OH:13])(=[O:12])[C:9]([CH3:11])=O.[CH3:14][O:15][C:16]1[CH:17]=[C:18]([CH:20]=[CH:21][C:22]=1[O:23][CH3:24])[NH2:19]>CCO>[S:1]1[CH:5]=[CH:4][CH:3]=[C:2]1[C:6]1[CH:11]=[C:9]([C:8]([OH:13])=[O:12])[C:20]2[C:18](=[CH:17][C:16]([O:15][CH3:14])=[C:22]([O:23][CH3:24])[CH:21]=2)[N:19]=1. Procedure details: To a boiling solution of 2-thiophenecarboxaldehyde (1.22 ml), pyruvic acid (0.904 ml) and 50 ml absolute EtOH is added dropwise a solution of 3,4-dimethoxyaniline (2.00 g) in 100 ml EtOH. The mixture is refluxed for approximately 4 hours, then stored at room temperature overnight. The greenish-yellow precipitate is collected by filtration, washed with fresh EtOH then with ether and allowed to air dry to obtain 2-(thien-2-yl)-4-carboxy-6,7-dimethoxyquinoline m.p. 260°-263° C). Starting materials: C=1C=CC2=C(C1)N=NN2O (HOBt), C1CCC(CC1)N=C=NC2CCCCC2 (DCCI), N([C@@H](CC1=CC=CC=C1)C(=O)N[C@@H](CC1=CNC=N1)C(=O)O)C(=O)OCC1=CC=CC=C1 (Z-Phe-His-OH), N[C@@H](CC(C)C)C(=O)N[C@@H](C(C)C)C(=O)N[C@@H]([C@@H](C)CC)C(=O)O.N1C=C(C2=CC=CC=C12)CC[NH-] (H-Leu-Val-Ile 2-(3-indolyl)-ethyl amide). The product is N([C@@H](CC1=CC=CC=C1)C(=O)N[C@@H](CC1=CNC=N1)C(=O)N[C@@H](CC(C)C)C(=O)N[C@@H](C(C)C)C(=O)N[C@@H]([C@@H](C)CC)C(=O)O)C(=O)OCC1=CC=CC=C1.N1C=C(C2=CC=CC=C12)CC[NH-] (Z-Phe-His-Leu-Val-Ile 2-(3-indolyl)-ethyl amide), B7. Reaction SMILES: [NH:1]([C:23]([O:25][CH2:26][C:27]1[CH:32]=[CH:31][CH:30]=[CH:29][CH:28]=1)=[O:24])[C@H:2]([C:10]([NH:12][C@H:13]([C:20](O)=[O:21])[CH2:14][C:15]1[N:19]=[CH:18][NH:17][CH:16]=1)=[O:11])[CH2:3][C:4]1[CH:9]=[CH:8][CH:7]=[CH:6][CH:5]=1.[NH2:33][C@H:34]([C:39]([NH:41][C@H:42]([C:46]([NH:48][C@H:49]([C:54]([OH:56])=[O:55])[C@H:50]([CH2:52][CH3:53])[CH3:51])=[O:47])[CH:43]([CH3:45])[CH3:44])=[O:40])[CH2:35][CH:36]([CH3:38])[CH3:37].[NH:57]1[C:65]2[C:60](=[CH:61][CH:62]=[CH:63][CH:64]=2)[C:59]([CH2:66][CH2:67][NH-:68])=[CH:58]1.C1C=CC2N(O)N=NC=2C=1.C1CCC(N=C=NC2CCCCC2)CC1>>[NH:1]([C:23]([O:25][CH2:26][C:27]1[CH:32]=[CH:31][CH:30]=[CH:29][CH:28]=1)=[O:24])[C@H:2]([C:10]([NH:12][C@H:13]([C:20]([NH:33][C@H:34]([C:39]([NH:41][C@H:42]([C:46]([NH:48][C@H:49]([C:54]([OH:56])=[O:55])[C@H:50]([CH2:52][CH3:53])[CH3:51])=[O:47])[CH:43]([CH3:44])[CH3:45])=[O:40])[CH2:35][CH:36]([CH3:37])[CH3:38])=[O:21])[CH2:14][C:15]1[N:19]=[CH:18][NH:17][CH:16]=1)=[O:11])[CH2:3][C:4]1[CH:9]=[CH:8][CH:7]=[CH:6][CH:5]=1.[NH:57]1[C:65]2[C:60](=[CH:61][CH:62]=[CH:63][CH:64]=2)[C:59]([CH2:66][CH2:67][NH-:68])=[CH:58]1 |f:1.2,5.6|. Procedure: In a manner analogous to that described in Example 1, using as starting materials 92 mg of Z-Phe-His-OH, 79 mg of H-Leu-Val-Ile-2-(3-indolyl)-ethyl amide, 32 mg of HOBt and 44 mg of DCCI, the title compound is obtained after flash chromatography (65 g of silica gel 60, 40-63 μm, eluant system B7). Rf (B7)=0.34.